Dataset: the Open Reaction Database (ORD), a public repository of structured organic reaction records. Task: describe an organic reaction: reactants, conditions, products, and yield Isolated yield 88.0%. Procedure: Compound 41A is prepared according to the procedure described for compound 15A, using the following reactants: 1-(2-fluorophenyl)piperazine (1.54 g, 8.06 mmol); triphosgene (850 mg, 2.85 mmol); pyridine (0.69 ml, 8.6 mmol); dichloromethane (60 ml). Product: ClC(=O)N1CCN(CC1)C1=C(C=CC=C1)F (1-chlorocarbonyl-4-(o-fluorophenyl)piperazine). Run in ClCCl (dichloromethane). RXN SMILES: [Cl:1][C:2]([N:4]1[CH2:9][CH2:8][N:7]([C:10]2[CH:15]=[CH:14][CH:13]=[CH:12][C:11]=2C)[CH2:6][CH2:5]1)=[O:3].[F:17]C1C=CC=CC=1N1CCNCC1.ClC(Cl)(OC(=O)OC(Cl)(Cl)Cl)Cl.N1C=CC=CC=1>ClCCl>[Cl:1][C:2]([N:4]1[CH2:9][CH2:8][N:7]([C:10]2[CH:15]=[CH:14][CH:13]=[CH:12][C:11]=2[F:17])[CH2:6][CH2:5]1)=[O:3]. Starting materials: ClC(=O)N1CCN(CC1)C1=C(C=CC=C1)C (1-chloroformyl-4-o-tolylpiperazine), N1=CC=CC=C1 (pyridine), FC1=C(C=CC=C1)N1CCNCC1 (1-(2-fluorophenyl)piperazine), ClC(Cl)(OC(OC(Cl)(Cl)Cl)=O)Cl (triphosgene). The reactants are CO, CC(C)n1c(C(=O)N(C)C)c2c(c(O)c1=O)C(=O)N(Cc1ccc(F)c(Cl)c1)CC2, NC(=O)CCC(=O)NI, O=S(=O)(O)C(F)(F)F. The product is CC(C)n1c(C(=O)N(C)C)c2c(c(O)c1=O)C(=O)N(Cc1cc(Cl)c(F)cc1I)CC2. Reaction SMILES: [CH3:48][OH:49].[Cl:1][c:2]1[cH:3][c:4]([CH2:5][N:6]2[C:7](=[O:26])[c:8]3[c:9]([OH:25])[c:10](=[O:24])[n:11]([CH:21]([CH3:22])[CH3:23])[c:12]([C:16](=[O:17])[N:18]([CH3:19])[CH3:20])[c:13]3[CH2:14][CH2:15]2)[cH:27][cH:28][c:29]1[F:30].[I:31][NH:32][C:33](=[O:34])[CH2:35][CH2:36][C:37]([NH2:38])=[O:39].[OH:40][S:41]([C:42]([F:43])([F:44])[F:45])(=[O:46])=[O:47]>>[Cl:1][c:2]1[cH:3][c:4]([CH2:5][N:6]2[C:7](=[O:26])[c:8]3[c:9]([OH:25])[c:10](=[O:24])[n:11]([CH:21]([CH3:22])[CH3:23])[c:12]([C:16](=[O:17])[N:18]([CH3:19])[CH3:20])[c:13]3[CH2:14][CH2:15]2)[c:27]([I:31])[cH:28][c:29]1[F:30]. The reactants are COC1C(C(=O)O)=CC(=C(C1=S(=O)=O)OC)C (2,4-dimethoxy-5-methyl sulphonyl benzoic acid), CC(=O)C (acetone), C1(CCCCCCC1)N1C(CCC1)CN (1-cyclooctyl-2-aminomethyl-pyrrolidine), ClC(=O)OCC (ethyl chloroformate). Run in C(C)N(CC)CC (triethylamine), O (water). Run at time 45 minute. The product is C1(CCCCCCC1)N1C(CCC1)CNC(C=1C(C(C(=C(C1)C)OC)=S(=O)=O)OC)=O (N-(1-cyclooctyl-2-pyrrolidinyl methyl)-2,4-dimethoxy-5-methyl-sulphonyl benzamide). RXN SMILES: [CH3:1][O:2][CH:3]1[C:11](=[S:12](=[O:14])=[O:13])[C:10]([O:15][CH3:16])=[C:9]([CH3:17])[CH:8]=[C:4]1[C:5]([OH:7])=O.CC(C)=O.ClC(OCC)=O.[CH:28]1([N:36]2[CH2:40][CH2:39][CH2:38][CH:37]2[CH2:41][NH2:42])[CH2:35][CH2:34][CH2:33][CH2:32][CH2:31][CH2:30][CH2:29]1>C(N(CC)CC)C.O>[CH:28]1([N:36]2[CH2:40][CH2:39][CH2:38][CH:37]2[CH2:41][NH:42][C:5](=[O:7])[C:4]2[CH:3]([O:2][CH3:1])[C:11](=[S:12](=[O:14])=[O:13])[C:10]([O:15][CH3:16])=[C:9]([CH3:17])[CH:8]=2)[CH2:35][CH2:34][CH2:33][CH2:32][CH2:31][CH2:30][CH2:29]1. Reported procedure: 13 g of 2,4-dimethoxy-5-methyl sulphonyl benzoic acid, 150 ml of acetone, 28 ml of water and 7 ml of triethylamine (density 0.726) are placed in a 250 ml flask fitted with an agitator, a thermometer, a condenser and a dropping funnel. The suspension is cooled to from 0° to +5° C., then 5.4 g of ethyl chloroformate is added drop by drop. The mixture is agitated for 45 minutes at room temperature and cooled to about 0° C., then 13.8 g of 1-cyclooctyl-2-aminomethyl-pyrrolidine is added drop by drop... The reactants are N#Cc1ccc(C=O)cc1, CC(=O)O[BH-](OC(C)=O)OC(C)=O, O=C([O-])O, ClCCl, CC(=O)O, COc1ccc(-c2cc3cc(F)c(F)cc3[nH]2)cc1N, [Na+], [Na+]. Yields the product COc1ccc(-c2cc3cc(F)c(F)cc3[nH]2)cc1NCc1ccc(C#N)cc1. Reaction SMILES: [C:1](#[N:2])[c:3]1[cH:4][cH:5][c:6]([CH:7]=[O:8])[cH:9][cH:10]1.[C:31]([O:32][BH-:33]([O:34][C:35](=[O:36])[CH3:37])[O:38][C:39](=[O:40])[CH3:41])(=[O:42])[CH3:43].[C:45](=[O:46])([OH:47])[O-:48].[CH2:50]([Cl:51])[Cl:52].[CH3:53][C:54](=[O:55])[OH:56].[F:11][c:12]1[cH:13][c:14]2[cH:15][c:16](-[c:22]3[cH:23][cH:24][c:25]([O:29][CH3:30])[c:26]([NH2:28])[cH:27]3)[nH:17][c:18]2[cH:19][c:20]1[F:21].[Na+:44].[Na+:49]>>[C:1](#[N:2])[c:3]1[cH:4][cH:5][c:6]([CH2:7][NH:28][c:26]2[c:25]([O:29][CH3:30])[cH:24][cH:23][c:22](-[c:16]3[cH:15][c:14]4[cH:13][c:12]([F:11])[c:20]([F:21])[cH:19][c:18]4[nH:17]3)[cH:27]2)[cH:9][cH:10]1.